Dataset: the Open Reaction Database (ORD), a public repository of structured organic reaction records. Task: describe an organic reaction: reactants, conditions, products, and yield Reactants: C(=O)C1=CC=CC=2N1C=C(N2)C(=O)OCC (Ethyl 5-formylimidazo[1,2-a]pyridine-2-carboxylate), C(P(OCC)(OCC)=O)P(OCC)(OCC)=O (Tetraethyl methylenediphosphonate), [H-].[Na+] (sodium hydride). The solvent is C(Cl)(Cl)Cl.O (CHCl3 H2O), C1=CC=CC=C1 (benzene), C1=CC=CC=C1 (benzene), C1=CC=CC=C1 (benzene). Reaction conditions: time 2 hour. The product is C(C)OP(=O)(/C=C/C1=CC=CC=2N1C=C(N2)C(=O)OCC)OCC (Ethyl 5-[2-(diethoxyphosphinyl)-E-ethenyl]imidazo[1,2-a]pyridine-2-carboxylate). As a reaction SMILES: [CH2:1]([P:10](=[O:17])([O:14][CH2:15][CH3:16])[O:11][CH2:12][CH3:13])P(=O)(OCC)OCC.[H-].[Na+].[CH:20]([C:22]1[N:27]2[CH:28]=[C:29]([C:31]([O:33][CH2:34][CH3:35])=[O:32])[N:30]=[C:26]2[CH:25]=[CH:24][CH:23]=1)=O>C1C=CC=CC=1.C(Cl)(Cl)Cl.O>[CH2:15]([O:14][P:10]([O:11][CH2:12][CH3:13])(/[CH:1]=[CH:20]/[C:22]1[N:27]2[CH:28]=[C:29]([C:31]([O:33][CH2:34][CH3:35])=[O:32])[N:30]=[C:26]2[CH:25]=[CH:24][CH:23]=1)=[O:17])[CH3:16] |f:1.2,5.6|. Procedure details: Tetraethyl methylenediphosphonate (Lancaster) in benzene was added to a benzene solution of sodium hydride (NaH). The product from Example 54, also dissolved in benzene, was then added dropwise to the reaction mixture. After stirring the resulting mixture for 2 h under an Ar atmosphere, the reaction was diluted with CHCl3 /H2O (2/1). The CHCl3 layer was separated and the aqueous layer extracted with CHCl3. Chromatography of the residue after removal of all solvent from the combined extracts gave... Starting materials: C1CCOC1, CCOC(=O)C(C)(C)c1cc2cc([N+](=O)[O-])ccc2[nH]1, Cl, [Li+], [OH-], O, O. Product: CC(C)(C(=O)O)c1cc2cc([N+](=O)[O-])ccc2[nH]1. As a reaction SMILES: [CH2:25]1[O:26][CH2:27][CH2:28][CH2:29]1.[CH3:1][C:2]([C:3](=[O:4])[O:5][CH2:6][CH3:7])([CH3:8])[c:9]1[nH:10][c:11]2[cH:12][cH:13][c:14]([N+:18](=[O:19])[O-:20])[cH:15][c:16]2[cH:17]1.[ClH:24].[Li+:22].[OH-:21].[OH2:23].[OH2:30]>>[CH3:1][C:2]([C:3](=[O:4])[OH:5])([CH3:8])[c:9]1[nH:10][c:11]2[cH:12][cH:13][c:14]([N+:18](=[O:19])[O-:20])[cH:15][c:16]2[cH:17]1.